Dataset: the Open Reaction Database (ORD), a public repository of structured organic reaction records. Task: describe an organic reaction: reactants, conditions, products, and yield Reactants: B, C1CCOC1, CC(C)(C)OC(=O)N1CCOC(C(=O)O)C1. Yields the product CC(C)(C)OC(=O)N1CCOC(CO)C1. RXN SMILES: [BH3:17].[CH2:18]1[O:19][CH2:20][CH2:21][CH2:22]1.[CH3:1][C:2]([CH3:3])([CH3:4])[O:5][C:6](=[O:7])[N:8]1[CH2:9][CH:10]([C:14](=[O:15])[OH:16])[O:11][CH2:12][CH2:13]1>>[CH3:1][C:2]([CH3:3])([CH3:4])[O:5][C:6](=[O:7])[N:8]1[CH2:9][CH:10]([CH2:14][OH:15])[O:11][CH2:12][CH2:13]1. Starting materials: [O-][n+]1cc(O)nc2ccc(Cl)cc21, [K+], NN, [OH-], O. Product: Oc1cnc2cc(Cl)ccc2n1. As a reaction SMILES: [Cl:4][c:5]1[cH:6][c:7]2[n+:8]([O-:16])[cH:9][c:10]([OH:15])[n:11][c:12]2[cH:13][cH:14]1.[K+:18].[NH2:2][NH2:3].[OH-:17].[OH2:1]>>[Cl:4][c:5]1[cH:6][c:7]2[n:8][cH:9][c:10]([OH:15])[n:11][c:12]2[cH:13][cH:14]1. Starting materials: O=C([O-])O, CCOC(=O)CCCCC(Cc1ccc(C#N)cc1)C(=O)O, C1CCOC1, [Na+]. The product is CCOC(=O)CCCCC(CO)Cc1ccc(C#N)cc1. RXN SMILES: [C:23](=[O:24])([OH:25])[O-:26].[CH2:1]([CH3:2])[O:3][C:4]([CH2:5][CH2:6][CH2:7][CH2:8][CH:9]([C:10](=[O:11])[OH:12])[CH2:13][c:14]1[cH:15][cH:16][c:17]([C:20]#[N:21])[cH:18][cH:19]1)=[O:22].[CH2:28]1[O:29][CH2:30][CH2:31][CH2:32]1.[Na+:27]>>[CH2:1]([CH3:2])[O:3][C:4]([CH2:5][CH2:6][CH2:7][CH2:8][CH:9]([CH2:10][OH:11])[CH2:13][c:14]1[cH:15][cH:16][c:17]([C:20]#[N:21])[cH:18][cH:19]1)=[O:22]. The reactants are O=Cc1cccnc1OCc1ccccc1, COCCOC, CC(C)(C)[O-], CO, [K+], O, [C-]#[N+]CS(=O)(=O)c1ccccc1C. Product: N#CCc1cccnc1OCc1ccccc1. Reaction SMILES: [CH2:20]([c:21]1[cH:22][cH:23][cH:24][cH:25][cH:26]1)[O:27][c:28]1[c:29]([CH:30]=[O:31])[cH:32][cH:33][cH:34][n:35]1.[CH2:38]([CH2:39][O:40][CH3:41])[O:42][CH3:43].[CH3:1][C:2]([CH3:3])([O-:4])[CH3:5].[CH3:36][OH:37].[K+:6].[OH2:44].[c:7]1([CH3:8])[c:9]([S:10](=[O:12])(=[O:13])[CH2:16][N+:17]#[C-:11])[cH:14][cH:15][cH:18][cH:19]1>>[C:16](#[N:17])[CH2:30][c:29]1[c:28]([O:27][CH2:20][c:21]2[cH:22][cH:23][cH:24][cH:25][cH:26]2)[n:35][cH:34][cH:33][cH:32]1. Reactants: C(C)(=O)OCCBr (2-bromoethyl acetate), C(CCCCCCCCCCCCC)N(C)C (tetradecyldimethylamine). Run in CC(=O)CC (methylethyl ketone). Conditions: temperature 90 celsius, time 7 hour. The product is [Br-].C(CCCCCCCCCCCCC)[N+](CCOC(C)=O)(C)C (tetradecyldimethyl 2-acetyloxyethylammonium bromide). Reaction SMILES: [C:1]([O:4][CH2:5][CH2:6][Br:7])(=[O:3])[CH3:2].[CH2:8]([N:22]([CH3:24])[CH3:23])[CH2:9][CH2:10][CH2:11][CH2:12][CH2:13][CH2:14][CH2:15][CH2:16][CH2:17][CH2:18][CH2:19][CH2:20][CH3:21]>CC(CC)=O>[Br-:7].[CH2:8]([N+:22]([CH3:24])([CH3:23])[CH2:6][CH2:5][O:4][C:1](=[O:3])[CH3:2])[CH2:9][CH2:10][CH2:11][CH2:12][CH2:13][CH2:14][CH2:15][CH2:16][CH2:17][CH2:18][CH2:19][CH2:20][CH3:21] |f:3.4|. Procedure details: In a reaction vessel was placed 42.8 grams of 2-bromoethyl acetate, 58.9 grams of tetradecyldimethylamine and 107.6 grams of methylethyl ketone (MEK) solvent. The mixtures was refluxed (ca. 90° C.) under nitrogen with stirring for 7 hours. The reaction mixture was cooled and the solvent decanted leaving as the product tetradecyldimethyl 2-acetyloxyethylammonium bromide. Reactants: C(Cl)Cl (CH2Cl2), C(CCC)C=1N(C(N(N1)C1=C(C=CC(=C1)NC(CC)=O)Cl)=O)CC1=C(C=C(C=C1)C1=C(C=CC=C1)S(NC(C)(C)C)(=O)=O)F (5-n-butyl-4-[[2'-(N-t-butylsulfamoyl)-3-fluorobiphenyl-4-yl]methyl]-2-[2-chloro-5-(propionylamino)phenyl]-2,4-dihydro-3H-1,2,4-triazol-3-one), FC(C(=O)O)(F)F (trifluoroacetic acid), C1(=CC=CC=C1)OC (anisole). The solvent is CO (MeOH). Yields the product C(CCC)C=1N(C(N(N1)C1=C(C=CC(=C1)NC(CC)=O)Cl)=O)CC1=C(C=C(C=C1)C1=C(C=CC=C1)S(N)(=O)=O)F (5-n-Butyl-2-[2-chloro-5-(propionylamino)phenyl]-2,4-dihydro-4-[(3-fluoro-2'-sulfamoylbiphenyl--4-yl)methyl]-3H-1,2,4-triazol-3-one). Yield: 90.0%. RXN SMILES: [CH2:1]([C:5]1[N:6]([CH2:23][C:24]2[CH:29]=[CH:28][C:27]([C:30]3[CH:35]=[CH:34][CH:33]=[CH:32][C:31]=3[S:36](=[O:43])(=[O:42])[NH:37]C(C)(C)C)=[CH:26][C:25]=2[F:44])[C:7](=[O:22])[N:8]([C:10]2[CH:15]=[C:14]([NH:16][C:17](=[O:20])[CH2:18][CH3:19])[CH:13]=[CH:12][C:11]=2[Cl:21])[N:9]=1)[CH2:2][CH2:3][CH3:4].FC(F)(F)C(O)=O.C1(OC)C=CC=CC=1.C(Cl)Cl>CO>[CH2:1]([C:5]1[N:6]([CH2:23][C:24]2[CH:29]=[CH:28][C:27]([C:30]3[CH:35]=[CH:34][CH:33]=[CH:32][C:31]=3[S:36](=[O:42])(=[O:43])[NH2:37])=[CH:26][C:25]=2[F:44])[C:7](=[O:22])[N:8]([C:10]2[CH:15]=[C:14]([NH:16][C:17](=[O:20])[CH2:18][CH3:19])[CH:13]=[CH:12][C:11]=2[Cl:21])[N:9]=1)[CH2:2][CH2:3][CH3:4]. Procedure details: The title compound was prepared in 90% yield by deprotection of 5-n-butyl-4-[[2'-(N-t-butylsulfamoyl)-3-fluorobiphenyl-4-yl]methyl]-2-[2-chloro-5-(propionylamino)phenyl]-2,4-dihydro-3H-1,2,4-triazol-3-one (from Step D) with trifluoroacetic acid in the presence of anisole according to the procedure of Example 76, Step G. The material was obtained as a white solid, mp 135°-137° C.; satisfactory purity by TLC (95:5 CH2Cl2 --MeOH); mass spectrum (FAB) m/e 586 (M+1)+. Starting materials: CN1C(NCC1)=O (1-methyl-2-imidazolidinone), BrC=1C=CC(=NC1)C(=O)N1CCN(CC1)C1=NC=C(C=C1C)C ((5-bromopyridin-2-yl)[4-(3,5-dimethylpyridin-2-yl)piperazin-1-yl]methanone). Product: CC=1C(=NC=C(C1)C)N1CCN(CC1)C(=O)C1=CC=C(C=N1)N1C(N(CC1)C)=O (1-{6-[4-(3,5-dimethylpyridin-2-yl)piperazine-1-carbonyl]pyridin-3-yl}-3-methylimidazolidin-2-one). Isolated yield 62.3%. Reaction SMILES: [CH3:1][N:2]1[CH2:6][CH2:5][NH:4][C:3]1=[O:7].Br[C:9]1[CH:10]=[CH:11][C:12]([C:15]([N:17]2[CH2:22][CH2:21][N:20]([C:23]3[C:28]([CH3:29])=[CH:27][C:26]([CH3:30])=[CH:25][N:24]=3)[CH2:19][CH2:18]2)=[O:16])=[N:13][CH:14]=1>>[CH3:29][C:28]1[C:23]([N:20]2[CH2:21][CH2:22][N:17]([C:15]([C:12]3[N:13]=[CH:14][C:9]([N:4]4[CH2:5][CH2:6][N:2]([CH3:1])[C:3]4=[O:7])=[CH:10][CH:11]=3)=[O:16])[CH2:18][CH2:19]2)=[N:24][CH:25]=[C:26]([CH3:30])[CH:27]=1. Procedure details: Using 1-methyl-2-imidazolidinone (53 mg) and (5-bromopyridin-2-yl)[4-(3,5-dimethylpyridin-2-yl)piperazin-1-yl]methanone (200 mg) described in Preparation Example 134 and by the reaction and treatment in the same manner as in Example 1, the title compound (130 mg) was obtained. Starting materials: C1COCCO1, CC1(C)OCC(CONC(=O)c2ncc3cncn3c2Nc2ccc(I)cc2F)O1, CO, Cl, [Na+], [Na+], O=S(=O)([O-])[O-]. Product: O=C(NOCC(O)CO)c1ncc2cncn2c1Nc1ccc(I)cc1F. As a reaction SMILES: [CH2:32]1[O:33][CH2:34][CH2:35][O:36][CH2:37]1.[CH3:1][C:2]1([CH3:30])[O:3][CH2:4][CH:5]([CH2:7][O:8][NH:9][C:10](=[O:11])[c:12]2[n:13][cH:14][c:15]3[n:16]([c:17]2[NH:18][c:19]2[c:20]([F:26])[cH:21][c:22]([I:25])[cH:23][cH:24]2)[cH:27][n:28][cH:29]3)[O:6]1.[CH3:45][OH:46].[ClH:31].[Na+:38].[Na+:39].[O-:40][S:41](=[O:42])(=[O:43])[O-:44]>>[OH:3][CH2:4][CH:5]([OH:6])[CH2:7][O:8][NH:9][C:10](=[O:11])[c:12]1[n:13][cH:14][c:15]2[n:16]([c:17]1[NH:18][c:19]1[c:20]([F:26])[cH:21][c:22]([I:25])[cH:23][cH:24]1)[cH:27][n:28][cH:29]2. The reactants are OC1=C(C=CC(=C1CCC)OCCOC1=CC=C(C=C1)[N+](=O)[O-])C(C)=O (1-{2-Hydroxy-3-propyl-4-[2-(4-nitrophenoxy)ethoxy]phenyl}ethanone). The reagents and catalysts are [Pd] (palladium on charcoal). The solvent is C(C)O (ethanol), CN(C=O)C (dimethylformamide), C(C)O (ethanol). Reaction conditions: time 2 hour. Yields the product OC1=C(C=CC(=C1CCC)OCCOC1=CC=C(C=C1)N)C(C)=O (1-{2-Hydroxy-3-propyl-4-[2-(4-aminophenoxy)ethoxy]phenyl}ethanone). RXN SMILES: [OH:1][C:2]1[C:7]([CH2:8][CH2:9][CH3:10])=[C:6]([O:11][CH2:12][CH2:13][O:14][C:15]2[CH:20]=[CH:19][C:18]([N+:21]([O-])=O)=[CH:17][CH:16]=2)[CH:5]=[CH:4][C:3]=1[C:24](=[O:26])[CH3:25]>C(O)C.CN(C)C=O.[Pd]>[OH:1][C:2]1[C:7]([CH2:8][CH2:9][CH3:10])=[C:6]([O:11][CH2:12][CH2:13][O:14][C:15]2[CH:16]=[CH:17][C:18]([NH2:21])=[CH:19][CH:20]=2)[CH:5]=[CH:4][C:3]=1[C:24](=[O:26])[CH3:25]. Procedure details: 1-{2-Hydroxy-3-propyl-4-[2-(4-nitrophenoxy)ethoxy]phenyl}ethanone (6.0 g) was dissolved in a mixture of ethanol (250 ml) and dimethylformamide (60 ml) to which was added, under nitrogen, a slurry of palladium on charcoal (500 mg, 5%) in ethanol (50 ml). The suspension was then hydrogenated on a Parr at 60 psi and room temperature for 2 hours. The suspension was filtered over Celite, washed with ethanol and the filtrate evaporated under reduced pressure to give a brown oil. The oil was triturated... Reactants: CO, COC(=O)c1ccc2c(C3CCCCC3)c3n(c2c1)CCc1ccccc1-3, Cl, [Na+], C1CCOC1, [OH-]. The product is O=C(O)c1ccc2c(C3CCCCC3)c3n(c2c1)CCc1ccccc1-3. Reaction SMILES: [CH3:36][OH:37].[CH:1]1([c:7]2[c:8]3[cH:9][cH:10][c:11]([C:24](=[O:25])[O:26][CH3:27])[cH:12][c:13]3[n:14]3[c:15]2-[c:16]2[cH:17][cH:18][cH:19][cH:20][c:21]2[CH2:22][CH2:23]3)[CH2:2][CH2:3][CH2:4][CH2:5][CH2:6]1.[ClH:30].[Na+:29].[O:31]1[CH2:32][CH2:33][CH2:34][CH2:35]1.[OH-:28]>>[CH:1]1([c:7]2[c:8]3[cH:9][cH:10][c:11]([C:24](=[O:25])[OH:26])[cH:12][c:13]3[n:14]3[c:15]2-[c:16]2[cH:17][cH:18][cH:19][cH:20][c:21]2[CH2:22][CH2:23]3)[CH2:2][CH2:3][CH2:4][CH2:5][CH2:6]1.